This data is from the Open Reaction Database (ORD), a public repository of structured organic reaction records. The task is: describe an organic reaction: reactants, conditions, products, and yield Reactants: CCOCC, O=C(O)C(=O)N1CCC(Cc2ccc(F)cc2)CC1, Nc1ccc([N+](=O)[O-])cc1. Product: O=C(Nc1ccc([N+](=O)[O-])cc1)C(=O)N1CCC(Cc2ccc(F)cc2)CC1. RXN SMILES: [CH2:30]([O:31][CH2:32][CH3:33])[CH3:34].[F:1][c:2]1[cH:3][cH:4][c:5]([CH2:6][CH:7]2[CH2:8][CH2:9][N:10]([C:13]([C:14](=[O:15])[OH:16])=[O:17])[CH2:11][CH2:12]2)[cH:18][cH:19]1.[N+:20](=[O:21])([O-:22])[c:23]1[cH:24][cH:25][c:26]([NH2:27])[cH:28][cH:29]1>>[F:1][c:2]1[cH:3][cH:4][c:5]([CH2:6][CH:7]2[CH2:8][CH2:9][N:10]([C:13]([C:14](=[O:16])[NH:27][c:26]3[cH:25][cH:24][c:23]([N+:20](=[O:21])[O-:22])[cH:29][cH:28]3)=[O:17])[CH2:11][CH2:12]2)[cH:18][cH:19]1. Starting materials: O (water), CC1=C(C=C(C#N)C=C1)[N+](=O)[O-] (4-methyl-3-nitrobenzonitrile), BrN1C(CCC1=O)=O (N-bromosuccinimide), N(=NC(C#N)(C)C)C(C#N)(C)C (azobisisobutyronitrile). Solvent: C(Cl)(Cl)(Cl)Cl (carbon tetrachloride). Product: BrCC1=C(C=C(C#N)C=C1)[N+](=O)[O-] (4-Bromomethyl-3-nitrobenzonitrile). Yield: 53.1%. Reaction SMILES: [CH3:1][C:2]1[CH:9]=[CH:8][C:5]([C:6]#[N:7])=[CH:4][C:3]=1[N+:10]([O-:12])=[O:11].[Br:13]N1C(=O)CCC1=O.N(C(C)(C)C#N)=NC(C)(C)C#N.O>C(Cl)(Cl)(Cl)Cl>[Br:13][CH2:1][C:2]1[CH:9]=[CH:8][C:5]([C:6]#[N:7])=[CH:4][C:3]=1[N+:10]([O-:12])=[O:11]. Reported procedure: A solution of 4-methyl-3-nitrobenzonitrile (30 g), N-bromosuccinimide (37 g) and azobisisobutyronitrile (3.1 g) in carbon tetrachloride (300 ml) was refluxed under heating for 8 hr. To the reaction mixture was added water (100 ml) and the mixture was extracted with chloroform. The extract was washed with saturated brine and dried over anhydrous sodium sulfate. The solvent was evaporated under reduced pressure and the obtained residue was purified by silica gel column chromatography (developing s... The reactants are S(=O)(=O)(OC)OC (dimethyl sulphate), CN(CCCN(C)C1=C(C=O)C=CC=C1)C ([[3-(dimethylamino)propyl](methyl)amino]benzaldehyde), C(C)(=O)OCC (ethyl acetate). The solvent is ClCCl (dichloromethane), ClCCl (dichloromethane). Yields the product CS(=O)(=O)[O-].C(=O)C1=CC=C(C=C1)N(CCC[N+](C)(C)C)C (3-[(4-formylphenyl)(methyl)-amino]-N,N,N-trimethylpropan-1-aminium methane sulphonate). Reaction SMILES: [CH3:1][N:2]([CH3:16])[CH2:3][CH2:4][CH2:5][N:6]([C:8]1[CH:15]=[CH:14]C=[CH:12][C:9]=1C=O)[CH3:7].[S:17]([O:22]C)(O[CH3:21])(=[O:19])=[O:18].[C:24]([O:27][CH2:28][CH3:29])(=O)C>ClCCl>[CH3:24][S:17]([O-:22])(=[O:19])=[O:18].[CH:28]([C:29]1[CH:12]=[CH:9][C:8]([N:6]([CH3:7])[CH2:5][CH2:4][CH2:3][N+:2]([CH3:1])([CH3:16])[CH3:21])=[CH:15][CH:14]=1)=[O:27] |f:4.5|. Reported procedure: 5 g of [[3-(dimethylamino)propyl](methyl)amino]benzaldehyde are diluted in 15 ml of dichloromethane. 2.36 ml of dimethyl sulphate diluted in 10 ml of dichloromethane are gradually added. The mixture is refluxed for 4 h and then cooled to ambient temperature and poured into 100 ml of ethyl acetate. The brown oil formed is separated by settling out, washed with 100 ml of EtOAc, taken up in 200 ml of methanol and concentrated under vacuum. It is subsequently dissolved in a saturated solution of sod... Yields the product Cc1oc(-c2ccccc2)nc1CC=Cc1ccc(CC2OC(=O)NC2=O)cc1. Reactants: Cc1ccccc1, O, Cc1oc(-c2ccccc2)nc1CCC(O)c1ccc(CC2OC(=O)NC2=O)cc1, Cc1ccc(S(=O)(=O)O)cc1. As a reaction SMILES: [CH3:43][c:44]1[cH:45][cH:46][cH:47][cH:48][cH:49]1.[OH2:31].[OH:1][CH:2]([CH2:3][CH2:4][c:5]1[n:6][c:7](-[c:11]2[cH:12][cH:13][cH:14][cH:15][cH:16]2)[o:8][c:9]1[CH3:10])[c:17]1[cH:18][cH:19][c:20]([CH2:21][CH:22]2[C:23](=[O:28])[NH:24][C:25](=[O:27])[O:26]2)[cH:29][cH:30]1.[c:32]1([CH3:33])[cH:34][cH:35][c:36]([S:37]([OH:38])(=[O:39])=[O:40])[cH:41][cH:42]1>>[CH:2](=[CH:3][CH2:4][c:5]1[n:6][c:7](-[c:11]2[cH:12][cH:13][cH:14][cH:15][cH:16]2)[o:8][c:9]1[CH3:10])[c:17]1[cH:18][cH:19][c:20]([CH2:21][CH:22]2[C:23](=[O:28])[NH:24][C:25](=[O:27])[O:26]2)[cH:29][cH:30]1. The reactants are C1(CC1)N1CCC(CC1)C(=O)N (1-cyclopropylpiperidine-4-carboxamide), COC=1C=CC(=CC1)P2(=S)SP(=S)(S2)C=3C=CC(=CC3)OC (Lawesson's reagent). Solvent: C1CCOC1 (THF). Product: C1(CC1)N1CCC(CC1)C(N)=S (1-cyclopropylpiperidine-4-carbothioamide). As a reaction SMILES: [CH:1]1([N:4]2[CH2:9][CH2:8][CH:7]([C:10]([NH2:12])=O)[CH2:6][CH2:5]2)[CH2:3][CH2:2]1.COC1C=CC(P2(SP(C3C=CC(OC)=CC=3)(=S)S2)=[S:22])=CC=1>C1COCC1>[CH:1]1([N:4]2[CH2:9][CH2:8][CH:7]([C:10](=[S:22])[NH2:12])[CH2:6][CH2:5]2)[CH2:3][CH2:2]1. Procedure details: 1-cyclopropylpiperidine-4-carboxamide was suspended in dry THF (20 mL) and Lawesson's reagent (2.7 g, 6.67 mmol) was added. After refluxing for 6 h the solvent was concentrated under reduced pressure. The residue was dissolved in a ethyl acetate/MeOH mixture and washed with saturated aqueous NaHCO3. The aqueous phase was back-extracted with ethyl acetate and evaporated to dryness. The crude product was treated with ethanol and filtered. The white solid was dried under high vacuum affording 2.7 g... The reactants are NC=1C=C(C=CC1OCC1=CC=CC=C1)C(C)=O (1-(3-amino-4-benzyloxyphenyl)ethanone), S(=O)(Cl)Cl (thionyl chloride), cupric chloride dihydrate, Cl (hydrochloric acid), N(=O)[O-].[Na+] (sodium nitrite). Solvent: C(C)(=O)O (acetic acid), C(C)(=O)O (acetic acid). Reaction conditions: time 28 minute. Yields the product C(C1=CC=CC=C1)OC1=C(C=C(C=C1)C(C)=O)S(=O)(=O)Cl (2-benzyloxy-5-acetylbenzenesulfonyl chloride). RXN SMILES: N[C:2]1[CH:3]=[C:4]([C:16](=[O:18])[CH3:17])[CH:5]=[CH:6][C:7]=1[O:8][CH2:9][C:10]1[CH:15]=[CH:14][CH:13]=[CH:12][CH:11]=1.Cl.N([O-])=[O:21].[Na+].[S:24]([Cl:27])(Cl)=[O:25]>C(O)(=O)C>[CH2:9]([O:8][C:7]1[CH:6]=[CH:5][C:4]([C:16](=[O:18])[CH3:17])=[CH:3][C:2]=1[S:24]([Cl:27])(=[O:25])=[O:21])[C:10]1[CH:15]=[CH:14][CH:13]=[CH:12][CH:11]=1 |f:2.3|. Reported procedure: 1-(3-amino-4-benzyloxyphenyl)ethanone {2.41 g, prepared by the method reported by A. A. Larsen et al in J. Med. Chem., 10, 462-472 (1967)} was dissolved in acetic acid (5 ml) and thereto were added 5 ml of concentrated hydrochloric acid. Thereto was added an aqueopus solution (7 ml) of sodium nitrite (1.0 g) with agitation at −10° C. over a period of 50 minutes. The resulting mixture was agitated for further 28 minutes with ice-cooling, whereupon a solution of thionyl chloride (3.5 ml) in acetic... Starting materials: O=[N+]([O-])c1cc(S(=O)c2ccc(-c3ccccc3)cc2)ccc1Cl, O=[N+]([O-])c1cc(S(=O)c2ccccc2)ccc1Cl. Product: Nc1ccc(S(=O)c2ccc(-c3ccccc3)cc2)cc1[N+](=O)[O-]. As a reaction SMILES: [Cl:19][c:20]1[c:21]([N+:40](=[O:41])[O-:42])[cH:22][c:23]([S:26](=[O:27])[c:28]2[cH:29][cH:30][c:31](-[c:34]3[cH:35][cH:36][cH:37][cH:38][cH:39]3)[cH:32][cH:33]2)[cH:24][cH:25]1.[c:1]1([S:2]([c:3]2[cH:4][cH:5][c:6]([Cl:7])[c:8]([N+:16]([O-:9])=[O:10])[cH:11]2)=[O:12])[cH:13][cH:14][cH:15][cH:17][cH:18]1>>[NH2:16][c:20]1[c:21]([N+:40](=[O:41])[O-:42])[cH:22][c:23]([S:26](=[O:27])[c:28]2[cH:29][cH:30][c:31](-[c:34]3[cH:35][cH:36][cH:37][cH:38][cH:39]3)[cH:32][cH:33]2)[cH:24][cH:25]1. Starting materials: C1CCOC1, OC1CCC(Nc2ncc3ccc(F)cc3n2)CC1, [H-], [Na+], OC1CCOC1. Yields the product OC1CCC(Nc2ncc3ccc(OC4CCOC4)cc3n2)CC1. Reaction SMILES: [CH2:28]1[O:29][CH2:30][CH2:31][CH2:32]1.[F:9][c:10]1[cH:11][cH:12][c:13]2[cH:14][n:15][c:16]([NH:20][CH:21]3[CH2:22][CH2:23][CH:24]([OH:27])[CH2:25][CH2:26]3)[n:17][c:18]2[cH:19]1.[H-:8].[Na+:7].[O:1]1[CH2:2][CH:3]([OH:6])[CH2:4][CH2:5]1>>[O:1]1[CH2:2][CH:3]([O:6][c:10]2[cH:11][cH:12][c:13]3[cH:14][n:15][c:16]([NH:20][CH:21]4[CH2:22][CH2:23][CH:24]([OH:27])[CH2:25][CH2:26]4)[n:17][c:18]3[cH:19]2)[CH2:4][CH2:5]1. Reactants: C(C1=CC=CC=C1)CNCC1=CC=C(C(=O)N2CCN(CC2)S(=O)(=O)C2=CC3=CC=CC=C3C=C2)C=C1 (1-(4-benzylmethylaminomethylbenzoyl)-4-(2-naphthalenesulfonyl)piperazine), Cl (hydrochloric acid). The solvent is C(C)(=O)OCC (ethyl acetate). Yields the product Cl.C(C1=CC=CC=C1)CNCC1=CC=C(C(=O)N2CCN(CC2)S(=O)(=O)C2=CC3=CC=CC=C3C=C2)C=C1 (1-(4-Benzylmethylaminomethylbenzoyl)-4-(2-naphthalenesulfonyl)piperazine hydrochloride). RXN SMILES: [CH2:1]([CH2:8][NH:9][CH2:10][C:11]1[CH:37]=[CH:36][C:14]([C:15]([N:17]2[CH2:22][CH2:21][N:20]([S:23]([C:26]3[CH:35]=[CH:34][C:33]4[C:28](=[CH:29][CH:30]=[CH:31][CH:32]=4)[CH:27]=3)(=[O:25])=[O:24])[CH2:19][CH2:18]2)=[O:16])=[CH:13][CH:12]=1)[C:2]1[CH:7]=[CH:6][CH:5]=[CH:4][CH:3]=1.[ClH:38]>C(OCC)(=O)C>[ClH:38].[CH2:1]([CH2:8][NH:9][CH2:10][C:11]1[CH:12]=[CH:13][C:14]([C:15]([N:17]2[CH2:18][CH2:19][N:20]([S:23]([C:26]3[CH:35]=[CH:34][C:33]4[C:28](=[CH:29][CH:30]=[CH:31][CH:32]=4)[CH:27]=3)(=[O:24])=[O:25])[CH2:21][CH2:22]2)=[O:16])=[CH:36][CH:37]=1)[C:2]1[CH:3]=[CH:4][CH:5]=[CH:6][CH:7]=1 |f:3.4|. Reported procedure: To 1-(4-benzylmethylaminomethylbenzoyl)-4-(2-naphthalenesulfonyl)piperazine (358 mg) was added 4 N hydrochloric acid in ethyl acetate solution (5 ml), and the precipitated hydrochlorides were filtered to give the title compound (391 mg).